This data is from the Open Reaction Database (ORD), a public repository of structured organic reaction records. The task is: describe an organic reaction: reactants, conditions, products, and yield Starting materials: NC1=C(C(=O)NC2=CC(=C(C=C2)OCCN2CCCC2)OC)C=CC(=C1)Cl (2-Amino-4-chloro-N-{3-methoxy-4-[2-(1-pyrrolidinyl)ethoxy]phenyl}benzamide), C(=O)O (formic acid). Yields the product ClC1=CC=C2C(N(C=NC2=C1)C1=CC(=C(C=C1)OCCN1CCCC1)OC)=O (7-chloro-3-{3-methoxy-4-[2-(1-pyrrolidinyl)ethoxy]phenyl}-4(3H)-quinazolinone). Isolated yield 91.0%. Reaction SMILES: [NH2:1][C:2]1[CH:26]=[C:25]([Cl:27])[CH:24]=[CH:23][C:3]=1[C:4]([NH:6][C:7]1[CH:12]=[CH:11][C:10]([O:13][CH2:14][CH2:15][N:16]2[CH2:20][CH2:19][CH2:18][CH2:17]2)=[C:9]([O:21][CH3:22])[CH:8]=1)=[O:5].[CH:28](O)=O>>[Cl:27][C:25]1[CH:26]=[C:2]2[C:3]([C:4](=[O:5])[N:6]([C:7]3[CH:12]=[CH:11][C:10]([O:13][CH2:14][CH2:15][N:16]4[CH2:17][CH2:18][CH2:19][CH2:20]4)=[C:9]([O:21][CH3:22])[CH:8]=3)[CH:28]=[N:1]2)=[CH:23][CH:24]=1. Procedure details: 2-Amino-4-chloro-N-{3-methoxy-4-[2-(1-pyrrolidinyl)ethoxy]phenyl}benzamide (11.6 mmol, 4.5 g) was dissolved in 90 mL 88% formic acid and was heated to reflux for 3 h. The solvents were removed by rotary evaporation and the residue was purified by silica gel column chromatography affording the lo product (4.2 g, 91%). 1H NMR (DMSO-D6): δ 1.82 (4H, m), 2.65 (4H, m), 2.88 (2H, t, J=6.2 Hz), 3.88 (3H, s), 4.20 (2H, t, J=6.4 Hz), 6.89-6.91 (2H, overlapping), 7.01 (1H, d, J=10.1 Hz), 7.49 (1H, d, J=8....